This data is from the Open Reaction Database (ORD), a public repository of structured organic reaction records. The task is: describe an organic reaction: reactants, conditions, products, and yield Reactants: O=C(Cl)c1ccccc1, CC1(C)CCC(C)(C)c2cc(N)ccc21, C1CCOC1, c1ccncc1. Product: CC1(C)CCC(C)(C)c2cc(NC(=O)c3ccccc3)ccc21. Reaction SMILES: [C:16]([c:17]1[cH:18][cH:19][cH:20][cH:21][cH:22]1)(=[O:23])[Cl:24].[CH3:1][C:2]1([CH3:15])[c:3]2[cH:4][cH:5][c:6]([NH2:14])[cH:7][c:8]2[C:9]([CH3:12])([CH3:13])[CH2:10][CH2:11]1.[O:31]1[CH2:32][CH2:33][CH2:34][CH2:35]1.[cH:25]1[cH:26][cH:27][n:28][cH:29][cH:30]1>>[CH3:1][C:2]1([CH3:15])[c:3]2[cH:4][cH:5][c:6]([NH:14][C:16]([c:17]3[cH:18][cH:19][cH:20][cH:21][cH:22]3)=[O:23])[cH:7][c:8]2[C:9]([CH3:12])([CH3:13])[CH2:10][CH2:11]1. Reactants: C(C)(C)(C)OC(=O)NCCOC1=C(C(=O)O)C=CC(=C1)SC (2-(2-tert-butoxycarbonylaminoethoxy)-4-(methylthio)benzoic acid), NC=1C(=NC=CC1)C(=O)NC1=NC=C(C=C1)Cl (3-amino-N-(5-chloropyridin-2-yl)pyridine-2-carboxamide). Yields the product C(C)(C)(C)OC(=O)NCCOC1=C(C(=O)NC=2C(=NC=CC2)C(=O)NC2=NC=C(C=C2)Cl)C=CC(=C1)SC (3-[2-(2-tert-Butoxycarbonylaminoethoxy)-4-(methylthio)-benzoylamino]-N-(5-chloropyridin-2-yl)pyridine-2-carboxamide). Isolated yield 79.0%. RXN SMILES: [C:1]([O:5][C:6]([NH:8][CH2:9][CH2:10][O:11][C:12]1[CH:20]=[C:19]([S:21][CH3:22])[CH:18]=[CH:17][C:13]=1[C:14]([OH:16])=O)=[O:7])([CH3:4])([CH3:3])[CH3:2].[NH2:23][C:24]1[C:25]([C:30]([NH:32][C:33]2[CH:38]=[CH:37][C:36]([Cl:39])=[CH:35][N:34]=2)=[O:31])=[N:26][CH:27]=[CH:28][CH:29]=1>>[C:1]([O:5][C:6]([NH:8][CH2:9][CH2:10][O:11][C:12]1[CH:20]=[C:19]([S:21][CH3:22])[CH:18]=[CH:17][C:13]=1[C:14]([NH:23][C:24]1[C:25]([C:30]([NH:32][C:33]2[CH:38]=[CH:37][C:36]([Cl:39])=[CH:35][N:34]=2)=[O:31])=[N:26][CH:27]=[CH:28][CH:29]=1)=[O:16])=[O:7])([CH3:2])([CH3:3])[CH3:4]. Procedure: Using a procedure analogous to Example 1-G, 2-(2-tert-butoxycarbonylaminoethoxy)-4-(methylthio)benzoic acid and 3-amino-N-(5-chloropyridin-2-yl)pyridine-2-carboxamide gave the desired product as a solid (4.0 g, 79%). Reaction SMILES: [CH2:1]([C:9]1[CH:21]=[CH:20][C:19]2[C:18]3[C:13](=[CH:14][CH:15]=[CH:16][CH:17]=3)[CH2:12][C:11]=2[CH:10]=1)[CH2:2][CH2:3][CH2:4][CH2:5][CH2:6][CH2:7][CH3:8].[Cl-].[Al+3].[Cl-].[Cl-].[C:26](Cl)(=[O:28])[CH3:27].Cl>C(=S)=S>[C:26]([C:15]1[CH:16]=[CH:17][C:18]2[C:19]3[C:11](=[CH:10][C:9]([CH2:1][CH2:2][CH2:3][CH2:4][CH2:5][CH2:6][CH2:7][CH3:8])=[CH:21][CH:20]=3)[CH2:12][C:13]=2[CH:14]=1)(=[O:28])[CH3:27] |f:1.2.3.4|. The solvent is C(=S)=S (carbon disulfide). Yield: 76.6%. Conditions: temperature -20 celsius, time 50 minute. Starting materials: ice, Cl (hydrochloric acid), C(CCCCCCC)C1=CC=2CC3=CC=CC=C3C2C=C1 (2-octylfluorene), [Cl-].[Al+3].[Cl-].[Cl-] (aluminum chloride), C(C)(=O)Cl (acetyl chloride). Product: C(C)(=O)C1=CC=2CC3=CC(=CC=C3C2C=C1)CCCCCCCC (2-acetyl-7-octylfluorene). Procedure details: To a solution of 4.50 g (16.2 mM) of 2-octylfluorene in 50 ml of dry carbon disulfide, 2.70 g (20.2 mM) of pulverized anhydrous aluminum chloride was added while being cooled on an ice-common salt bath. Under cooling on the bath, 1.20 ml (16.9 mM) of acetyl chloride was added dropwise to the mixture below 7° C., followed by stirring for 1 hour and 50 minutes at 10° C. or below. After the reaction, the reaction mixture was poured into a mixture of 50 g of ice and 15 ml of hydrochloric acid, follo... The reactants are O=C1N(C(C2=CC=CC=C12)=O)OCC1=NC=C(C(=O)N)C=C1 (6-{[(1,3-dioxo-1,3-dihydro-2H-isoindol-2-yl)oxy]methyl}nicotinamide), CN.CO (methyl amine methanol). The solvent is CO (methanol). Conditions: time 1 hour. Yields the product NOCC1=NC=C(C(=O)N)C=C1 (6-[(aminooxy)methyl]nicotinamide). Isolated yield 88.9%. Reaction SMILES: O=C1C2C(=CC=CC=2)C(=O)[N:3]1[O:12][CH2:13][C:14]1[CH:22]=[CH:21][C:17]([C:18]([NH2:20])=[O:19])=[CH:16][N:15]=1.CN.CO>CO>[NH2:3][O:12][CH2:13][C:14]1[CH:22]=[CH:21][C:17]([C:18]([NH2:20])=[O:19])=[CH:16][N:15]=1 |f:1.2|. Procedure details: To a suspension of 292 mg of 6-{[(1,3-dioxo-1,3-dihydro-2H-isoindol-2-yl)oxy]methyl}nicotinamide in 4.4 ml of methanol was added 0.2 ml of a 40% methyl amine/methanol solution, followed by stirring at room temperature for 1 hour. The reaction solution was concentrated, ethyl acetate was added thereto, and the precipitated crystal was separated by filtration and then concentrated under reduced pressure to obtain 146 mg of 6-[(aminooxy)methyl]nicotinamide. The reactants are FC=1C=C(C=CC1)C1=NN2C(CN(CC2)C(=O)OC(C)(C)C)=C1 (tert-Butyl 2-(3-fluorophenyl)-6,7-dihydropyrazolo[1,5-a]pyrazine-5(4H)-carboxylate), C1CC(=O)N(C1=O)I (NIS). Solvent: C(Cl)Cl (DCM), ClCCl (dichloromethane). Run at time 2 hour. Product: FC=1C=C(C=CC1)C1=NN2C(CN(CC2)C(=O)OC(C)(C)C)=C1I (tert-Butyl 2-(3-fluorophenyl)-3-iodo-6,7-dihydropyrazolo[1,5-a]pyrazine-5(4H)-carboxylate). Isolated yield 85.9%. RXN SMILES: [F:1][C:2]1[CH:3]=[C:4]([C:8]2[CH:23]=[C:11]3[CH2:12][N:13]([C:16]([O:18][C:19]([CH3:22])([CH3:21])[CH3:20])=[O:17])[CH2:14][CH2:15][N:10]3[N:9]=2)[CH:5]=[CH:6][CH:7]=1.C1C(=O)N([I:31])C(=O)C1>ClCCl>[F:1][C:2]1[CH:3]=[C:4]([C:8]2[C:23]([I:31])=[C:11]3[CH2:12][N:13]([C:16]([O:18][C:19]([CH3:20])([CH3:22])[CH3:21])=[O:17])[CH2:14][CH2:15][N:10]3[N:9]=2)[CH:5]=[CH:6][CH:7]=1. Procedure: To a solution of Intermediate 4F (5.0 g, 15.76 mmol) in dichloromethane (25 mL) was added NIS (5.32 g, 23.63 mmol) and stirred at room temperature for 2 h. The reaction mixture was diluted with DCM and washed with water. The organic layer was dried over Na2SO4 and concentrated to afford Intermediate 4G (6 g, 86%) as colorless semi-solid which was used in the next step without any purification. MS(ES): m/z=444 [M+H]+; 1H NMR (400 MHz, CDCl3) δ ppm 7.61-7.66 (m, 1H), 7.56 (ddd, J=10.04, 2.51, 1.51... The reactants are ClC=1C=C2C(=C(N(C2=CC1)S(=O)(=O)C1=CC=CC=C1)C(=O)OCC)S(=O)(=O)Cl (ethyl 5-chloro-3-(chlorosulfonyl)-1-(phenylsulfonyl)-1H-indole-2-carboxylate), Cl.CONC (N-methoxy-N-methylamine hydrochloride), IC=1C=C2C(=C(N(C2=CC1)S(=O)(=O)C1=CC=CC=C1)C(=O)OCC)S(=O)(=O)Cl (ethyl 5-iodo-3-(chlorosulfonyl)-1-(phenylsulfonyl)-1H-indole-2-carboxylate), Cl.CN (methylamine hydrochloride). The product is IC=1C=C2C(=C(NC2=CC1)C(=O)N)S(=O)(=O)N(C)OC (5-Iodo-3-{[methoxy(methyl)amino]sulfonyl}-1H-indole-2-carboxamide). RXN SMILES: ClC1C=C2C(=CC=1)[N:7](S(C1C=CC=CC=1)(=O)=O)C(C(OCC)=O)=C2S(Cl)(=O)=O.[I:29][C:30]1[CH:31]=[C:32]2[C:36](=[CH:37][CH:38]=1)[N:35](S(C1C=CC=CC=1)(=O)=O)[C:34]([C:48](OCC)=[O:49])=[C:33]2[S:53](Cl)(=[O:55])=[O:54].Cl.CN.Cl.[CH3:61][O:62][NH:63][CH3:64]>>[I:29][C:30]1[CH:31]=[C:32]2[C:36](=[CH:37][CH:38]=1)[NH:35][C:34]([C:48]([NH2:7])=[O:49])=[C:33]2[S:53]([N:63]([O:62][CH3:61])[CH3:64])(=[O:54])=[O:55] |f:2.3,4.5|. Reported procedure: Following the procedures described in Steps D and E of Example 1, replacing in Step D ethyl 5-chloro-3-(chlorosulfonyl)-1-(phenylsulfonyl)-1H-indole-2-carboxylate with ethyl 5-iodo-3-(chlorosulfonyl)-1-(phenylsulfonyl)-1H-indole-2-carboxylate, and methylamine hydrochloride with N-methoxy-N-methylamine hydrochloride, the title compound was obtained. Proton NMR for the product was consistent with the titled compound. ESI+ MS: 410.11 [M+H]+.